From a dataset of the Open Reaction Database (ORD), a public repository of structured organic reaction records. describe an organic reaction: reactants, conditions, products, and yield Starting materials: CCO, CN1C(=O)C2(CC2)CN(C2CCCC2)c2nc(Cl)ncc21, Cl, Cc1cc(C(=O)O)ccc1N, O. Yields the product Cc1cc(C(=O)O)ccc1Nc1ncc2c(n1)N(C1CCCC1)CC1(CC1)C(=O)N2C. RXN SMILES: [CH3:33][CH2:34][OH:35].[Cl:1][c:2]1[n:3][cH:4][c:5]2[c:6]([n:21]1)[N:7]([CH:16]1[CH2:17][CH2:18][CH2:19][CH2:20]1)[CH2:8][C:9]1([C:10](=[O:13])[N:11]2[CH3:12])[CH2:14][CH2:15]1.[ClH:36].[NH2:22][c:23]1[c:24]([CH3:32])[cH:25][c:26]([C:27](=[O:28])[OH:29])[cH:30][cH:31]1.[OH2:37]>>[c:2]1([NH:22][c:23]2[c:24]([CH3:32])[cH:25][c:26]([C:27](=[O:28])[OH:29])[cH:30][cH:31]2)[n:3][cH:4][c:5]2[c:6]([n:21]1)[N:7]([CH:16]1[CH2:17][CH2:18][CH2:19][CH2:20]1)[CH2:8][C:9]1([C:10](=[O:13])[N:11]2[CH3:12])[CH2:14][CH2:15]1. RXN SMILES: [CH3:12][c:13]1[cH:14][cH:15][cH:16][cH:17][cH:18]1.[Cu:27].[I:19][c:20]1[cH:21][cH:22][c:23]([CH3:24])[cH:25][cH:26]1.[I:1][c:2]1[cH:3][c:4]([C:5](=[O:6])[O:7][CH3:8])[cH:9][cH:10][cH:11]1>>[c:2]1(-[c:16]2[cH:15][cH:14][c:13]([CH3:12])[cH:18][cH:17]2)[cH:3][c:4]([C:5](=[O:6])[O:7][CH3:8])[cH:9][cH:10][cH:11]1. Starting materials: Cc1ccccc1, [Cu], Cc1ccc(I)cc1, COC(=O)c1cccc(I)c1. Product: COC(=O)c1cccc(-c2ccc(C)cc2)c1.